Dataset: the Open Reaction Database (ORD), a public repository of structured organic reaction records. Task: describe an organic reaction: reactants, conditions, products, and yield Starting materials: C(C)OC(=O)C1(CC1)C1=CC=C(C=C1)C1=CC=C(C=C1)C1=C(C(=NO1)C)CCO (1-{4′-[4-(2-hydroxy-ethyl)-3-methyl-isoxazol-5-yl]-biphenyl-4-yl}-cyclopropanecarboxylic acid ethyl ester), BrCC1=CC=NC=C1 (4-bromomethyl-pyridine). The product is C(C)OC(=O)C1(CC1)C1=CC=C(C=C1)C1=CC=C(C=C1)C1=C(C(=NO1)C)CCOCC1=CC=NC=C1 (1-(4′-{3-Methyl-4-[2-(pyridin-4-ylmethoxy)-ethyl]-isoxazol-5-yl}-biphenyl-4-yl)-cyclopropanecarboxylic acid ethyl ester). As a reaction SMILES: [CH2:1]([O:3][C:4]([C:6]1([C:9]2[CH:14]=[CH:13][C:12]([C:15]3[CH:20]=[CH:19][C:18]([C:21]4[O:25][N:24]=[C:23]([CH3:26])[C:22]=4[CH2:27][CH2:28][OH:29])=[CH:17][CH:16]=3)=[CH:11][CH:10]=2)[CH2:8][CH2:7]1)=[O:5])[CH3:2].Br[CH2:31][C:32]1[CH:37]=[CH:36][N:35]=[CH:34][CH:33]=1>>[CH2:1]([O:3][C:4]([C:6]1([C:9]2[CH:10]=[CH:11][C:12]([C:15]3[CH:20]=[CH:19][C:18]([C:21]4[O:25][N:24]=[C:23]([CH3:26])[C:22]=4[CH2:27][CH2:28][O:29][CH2:31][C:32]4[CH:37]=[CH:36][N:35]=[CH:34][CH:33]=4)=[CH:17][CH:16]=3)=[CH:13][CH:14]=2)[CH2:8][CH2:7]1)=[O:5])[CH3:2]. Reported procedure: Prepared according to the procedure described in Example 34, Step 4, using 1-{4′-[4-(2-hydroxy-ethyl)-3-methyl-isoxazol-5-yl]-biphenyl-4-yl}-cyclopropanecarboxylic acid ethyl ester and 4-bromomethyl-pyridine. As a reaction SMILES: [C:1]([N:4]1[C:13]2[C:8](=[CH:9][C:10]([NH2:14])=[CH:11][CH:12]=2)[C:7]([C:16]2[CH:21]=[CH:20][CH:19]=[CH:18][CH:17]=2)([CH3:15])[CH2:6][C:5]1([CH3:23])[CH3:22])(=[O:3])[CH3:2].[CH3:24][O:25][C:26]1[CH:27]=[C:28]([CH:32]=[C:33]([O:37][CH3:38])[C:34]=1[O:35][CH3:36])[C:29](Cl)=[O:30].C(N(CC)C(C)C)(C)C>O1CCCC1>[C:1]([N:4]1[C:13]2[C:8](=[CH:9][C:10]([NH:14][C:29](=[O:30])[C:28]3[CH:27]=[C:26]([O:25][CH3:24])[C:34]([O:35][CH3:36])=[C:33]([O:37][CH3:38])[CH:32]=3)=[CH:11][CH:12]=2)[C:7]([C:16]2[CH:21]=[CH:20][CH:19]=[CH:18][CH:17]=2)([CH3:15])[CH2:6][C:5]1([CH3:23])[CH3:22])(=[O:3])[CH3:2]. The product is C(C)(=O)N1C(CC(C2=CC(=CC=C12)NC(C1=CC(=C(C(=C1)OC)OC)OC)=O)(C)C1=CC=CC=C1)(C)C (1-Acetyl-6-(3,4,5-trimethoxybenzoyl)amino-4-phenyl-1,2,3,4-tetrahydro-2,2,4-trimethylquinoline). Reactants: C(C)(=O)N1C(CC(C2=CC(=CC=C12)N)(C)C1=CC=CC=C1)(C)C (1-acetyl-6-amino-4-phenyl-1,2,3,4-tetrahydro-2,2,4-trimethylquinoline), COC=1C=C(C(=O)Cl)C=C(C1OC)OC (3,4,5-trimethoxybenzoyl chloride), C(C)(C)N(C(C)C)CC (N,N-diisopropylethylamine). Procedure: Acylation of 1-acetyl-6-amino-4-phenyl-1,2,3,4-tetrahydro-2,2,4-trimethylquinoline (10 mg) with 3,4,5-trimethoxybenzoyl chloride (12 mg) and N,N-diisopropylethylamine (22 μl) in tetrahydrofuran (1 ml) was performed according to the method described in example 6. Solvent: O1CCCC1 (tetrahydrofuran). Starting materials: CN1C(=CC2=CC=CC=C12)CCC(=O)OC (methyl 3-(1-methyl-1H-indol-2-yl)propanoate), C(=O)OC (methyl formate), CC(C)([O-])C.[K+] (potassium tert-butoxide). Solvent: C1CCOC1 (THF), C1CCOC1 (THF). Conditions: time 1 hour. The product is OC=C(C(=O)OC)CC=1N(C2=CC=CC=C2C1)C (Methyl 3-hydroxy-2-[(1-methyl-1H-indol-2-yl)methyl]-2-propenoate). Yield: 35.2%. As a reaction SMILES: C[C:2](C)([O-:4])C.[K+].[CH3:7][N:8]1[C:16]2[C:11](=[CH:12][CH:13]=[CH:14][CH:15]=2)[CH:10]=[C:9]1[CH2:17][CH2:18][C:19]([O:21][CH3:22])=[O:20].C(OC)=O>C1COCC1>[OH:4][CH:2]=[C:18]([CH2:17][C:9]1[N:8]([CH3:7])[C:16]2[C:11]([CH:10]=1)=[CH:12][CH:13]=[CH:14][CH:15]=2)[C:19]([O:21][CH3:22])=[O:20] |f:0.1|. Reported procedure: To a suspension of potassium tert-butoxide (300 mg, 2.67 mmol) in dry THF (5 mL) were added dropwise a solution of methyl 3-(1-methyl-1H-indol-2-yl)propanoate (322 mg, 1.482 mmol) and methyl formate (0.30 mL, 4.87 mmol) in dry THF (5 mL) over 15 min. The mixture was stirred at room temperature for 1 h. Concentration in vacuo then afforded the title compound (400 mg, 0.522 mmol, 35.2% yield). LCMS: rt=2.82 min, [M+H+]=246 Starting materials: Ic1cnc2[nH]ccc2c1, [Na+], C1CCOC1, [OH-], O, O=S(=O)(Cl)c1ccccc1. Product: O=S(=O)(c1ccccc1)n1ccc2cc(I)cnc21. Reaction SMILES: [I:1][c:2]1[cH:3][c:4]2[c:5]([n:6][cH:7]1)[nH:8][cH:9][cH:10]2.[Na+:12].[O:24]1[CH2:25][CH2:26][CH2:27][CH2:28]1.[OH-:11].[OH2:13].[c:14]1([S:20](=[O:21])(=[O:22])[Cl:23])[cH:15][cH:16][cH:17][cH:18][cH:19]1>>[I:1][c:2]1[cH:3][c:4]2[c:5]([n:6][cH:7]1)[n:8]([S:20]([c:14]1[cH:15][cH:16][cH:17][cH:18][cH:19]1)(=[O:21])=[O:22])[cH:9][cH:10]2.